Dataset: the Open Reaction Database (ORD), a public repository of structured organic reaction records. Task: describe an organic reaction: reactants, conditions, products, and yield Starting materials: ClC1=C(C=CC=C1)[C@@H](C)OC(NC=1C(=NOC1C1=CC=C(C=C1)Br)C)=O ([5-(4-bromo-phenyl)-3-methyl-isoxazol-4-yl]-carbamic acid (R)-1-(2-chloro-phenyl)-ethyl ester), C(#N)CC1=CC=C(C=C1)B(O)O (4-cyanomethylphenylboronic acid). The product is ClC1=C(C=CC=C1)[C@@H](C)OC(NC=1C(=NOC1C1=CC=C(C=C1)C1=CC=C(C=C1)CC#N)C)=O ([5-(4′-Cyanomethyl-biphenyl-4-yl)-3-methyl-isoxazol-4-yl]-carbamic acid (R)-1-(2-chloro-phenyl)-ethyl ester). As a reaction SMILES: [Cl:1][C:2]1[CH:7]=[CH:6][CH:5]=[CH:4][C:3]=1[C@H:8]([O:10][C:11](=[O:26])[NH:12][C:13]1[C:14]([CH3:25])=[N:15][O:16][C:17]=1[C:18]1[CH:23]=[CH:22][C:21](Br)=[CH:20][CH:19]=1)[CH3:9].[C:27]([CH2:29][C:30]1[CH:35]=[CH:34][C:33](B(O)O)=[CH:32][CH:31]=1)#[N:28]>>[Cl:1][C:2]1[CH:7]=[CH:6][CH:5]=[CH:4][C:3]=1[C@H:8]([O:10][C:11](=[O:26])[NH:12][C:13]1[C:14]([CH3:25])=[N:15][O:16][C:17]=1[C:18]1[CH:23]=[CH:22][C:21]([C:33]2[CH:34]=[CH:35][C:30]([CH2:29][C:27]#[N:28])=[CH:31][CH:32]=2)=[CH:20][CH:19]=1)[CH3:9]. Reported procedure: Prepared as described in Example 36, Step 6 using [5-(4-bromo-phenyl)-3-methyl-isoxazol-4-yl]-carbamic acid (R)-1-(2-chloro-phenyl)-ethyl ester and 4-cyanomethylphenylboronic acid.